This data is from the Open Reaction Database (ORD), a public repository of structured organic reaction records. The task is: describe an organic reaction: reactants, conditions, products, and yield Reactants: CCOCC, CN(C)C=O, CC[Si](Cl)(CC)CC, CC(C)(O)C1(CS(=O)(=O)c2ccccc2)CC1, c1c[nH]cn1. Yields the product CC[Si](CC)(CC)OC(C)(C)C1(CS(=O)(=O)c2ccccc2)CC1. RXN SMILES: [CH3:31][CH2:32][O:33][CH2:34][CH3:35].[CH3:36][N:37]([CH3:38])[CH:39]=[O:40].[Cl:23][Si:24]([CH2:25][CH3:26])([CH2:27][CH3:28])[CH2:29][CH3:30].[c:1]1([S:7](=[O:8])(=[O:9])[CH2:10][C:11]2([C:14]([CH3:15])([CH3:16])[OH:17])[CH2:12][CH2:13]2)[cH:2][cH:3][cH:4][cH:5][cH:6]1.[nH:18]1[cH:19][cH:20][n:21][cH:22]1>>[c:1]1([S:7](=[O:8])(=[O:9])[CH2:10][C:11]2([C:14]([CH3:15])([CH3:16])[O:17][Si:24]([CH2:25][CH3:26])([CH2:27][CH3:28])[CH2:29][CH3:30])[CH2:12][CH2:13]2)[cH:2][cH:3][cH:4][cH:5][cH:6]1. Procedure: Tert-butyl 2-(2-chloro-4-(3-oxo-3-(5-(4-(trifluoromethyl)phenyl)thien-2-yl)propyl)phenoxy)-2-methylpropanoate is prepared from 3-(3-chloro-4-hydroxyphenyl)-1-(5-(4-(trifluoromethyl)phenyl)thien-2-yl)propan-1-one and tert-butyl bromoisobutyrate according to general procedure D. Starting materials: ClC=1C=C(C=CC1O)CCC(=O)C=1SC(=CC1)C1=CC=C(C=C1)C(F)(F)F (3-(3-chloro-4-hydroxyphenyl)-1-(5-(4-(trifluoromethyl)phenyl)thien-2-yl)propan-1-one), BrC(C(=O)OC(C)(C)C)(C)C (tert-butyl bromoisobutyrate). As a reaction SMILES: [Cl:1][C:2]1[CH:3]=[C:4]([CH2:9][CH2:10][C:11]([C:13]2[S:14][C:15]([C:18]3[CH:23]=[CH:22][C:21]([C:24]([F:27])([F:26])[F:25])=[CH:20][CH:19]=3)=[CH:16][CH:17]=2)=[O:12])[CH:5]=[CH:6][C:7]=1[OH:8].Br[C:29]([CH3:38])([CH3:37])[C:30]([O:32][C:33]([CH3:36])([CH3:35])[CH3:34])=[O:31]>>[Cl:1][C:2]1[CH:3]=[C:4]([CH2:9][CH2:10][C:11](=[O:12])[C:13]2[S:14][C:15]([C:18]3[CH:23]=[CH:22][C:21]([C:24]([F:27])([F:25])[F:26])=[CH:20][CH:19]=3)=[CH:16][CH:17]=2)[CH:5]=[CH:6][C:7]=1[O:8][C:29]([CH3:38])([CH3:37])[C:30]([O:32][C:33]([CH3:36])([CH3:35])[CH3:34])=[O:31]. Product: ClC1=C(OC(C(=O)OC(C)(C)C)(C)C)C=CC(=C1)CCC(C=1SC(=CC1)C1=CC=C(C=C1)C(F)(F)F)=O (Tert-butyl 2-(2-chloro-4-(3-oxo-3-(5-(4-(trifluoromethyl)phenyl)thien-2-yl)propyl)phenoxy)-2-methylpropanoate).